Dataset: the Open Reaction Database (ORD), a public repository of structured organic reaction records. Task: describe an organic reaction: reactants, conditions, products, and yield Starting materials: COC(=O)CO, CCc1cc2c(Cl)nc(SC)nc2n1Cc1ccccc1, [H-], [Na+], c1ccccc1. Product: CCc1cc2c(OCC(=O)OC)nc(SC)nc2n1Cc1ccccc1. RXN SMILES: [C:3]([CH2:4][OH:5])(=[O:6])[O:7][CH3:8].[CH3:9][S:10][c:11]1[n:12][c:13]([Cl:29])[c:14]2[c:15]([n:16]1)[n:17]([CH2:22][c:23]1[cH:24][cH:25][cH:26][cH:27][cH:28]1)[c:18]([CH2:20][CH3:21])[cH:19]2.[H-:1].[Na+:2].[cH:30]1[cH:31][cH:32][cH:33][cH:34][cH:35]1>>[C:3]([CH2:4][O:5][c:13]1[n:12][c:11]([S:10][CH3:9])[n:16][c:15]2[c:14]1[cH:19][c:18]([CH2:20][CH3:21])[n:17]2[CH2:22][c:23]1[cH:24][cH:25][cH:26][cH:27][cH:28]1)(=[O:6])[O:7][CH3:8]. Starting materials: ClC1=CC=C(C(C#N)N(C(C(F)(F)F)=O)CC2=CC=CC=C2)C=C1 (N-(p-chloro-α-cyanobenzyl)-2,2,2-trifluoro-N-benzylacetamide), CS(=O)(=O)O (methanesulfonic acid), C(C=C)#N (acrylonitrile), CS(=O)(=O)O (methanesulfonic acid). The solvent is C1(=CC=CC=C1)C (toluene). The product is C(C1=CC=CC=C1)N1C(=C(C=C1C(F)(F)F)C#N)C1=CC=C(C=C1)Cl (1-Benzyl-2-(p-chlorophenyl)-5-(trifluoromethyl) pyrrole-3-carbonitrile). Yield: 40.6%. Reaction SMILES: [Cl:1][C:2]1[CH:24]=[CH:23][C:5]([CH:6]([N:9]([CH2:16][C:17]2[CH:22]=[CH:21][CH:20]=[CH:19][CH:18]=2)[C:10](=O)[C:11]([F:14])([F:13])[F:12])[C:7]#N)=[CH:4][CH:3]=1.[CH3:25]S(O)(=O)=O.[C:30](#[N:33])C=C>C1(C)C=CC=CC=1>[CH2:16]([N:9]1[C:10]([C:11]([F:14])([F:12])[F:13])=[CH:25][C:7]([C:30]#[N:33])=[C:6]1[C:5]1[CH:4]=[CH:3][C:2]([Cl:1])=[CH:24][CH:23]=1)[C:17]1[CH:22]=[CH:21][CH:20]=[CH:19][CH:18]=1. Reported procedure: A solution of N-(p-chloro-α-cyanobenzyl)-2,2,2-trifluoro-N-benzylacetamide (10.6 g, 0.03 mol) in toluene is treated with methanesulfonic acid (3.2 g, 0.033 mol) and acrylonitrile (3.9 g, 0.045 mol), heated at 100°-105° C. for 18 hours, cooled, treated with additional methanesulfonic acid (1.6 g, 0.017 mol), heated at 100°-105° C. for 22 hours, quenched with water and extracted with ethyl acetate. The organic extracts are combined and concentrated in vacuo to give a residue. The residue is purifi... Reactants: C(C1=CC=CC=C1)N1N=NC(=C1)CCNC(CC1CCN(CC1)C(=O)OCC1=CC(=CC(=C1)Cl)Cl)=O (3,5-dichlorobenzyl 4-(2-((2-(1-benzyl-1H-1,2,3-triazol-4-yl)ethyl)amino)-2-oxoethyl)piperidine-1-carboxylate), [H][H] (hydrogen). Run in C(C)O (ethanol). Product: N1N=NC(=C1)CCNC(CC1CCN(CC1)C(=O)OCC1=CC(=CC(=C1)Cl)Cl)=O (3,5-dichlorobenzyl 4-(2-((2-(1H-1,2,3-triazol-4-yl)ethyl)amino)-2-oxoethyl)piperidine-1-carboxylate). RXN SMILES: C([N:8]1[CH:12]=[C:11]([CH2:13][CH2:14][NH:15][C:16](=[O:36])[CH2:17][CH:18]2[CH2:23][CH2:22][N:21]([C:24]([O:26][CH2:27][C:28]3[CH:33]=[C:32]([Cl:34])[CH:31]=[C:30]([Cl:35])[CH:29]=3)=[O:25])[CH2:20][CH2:19]2)[N:10]=[N:9]1)C1C=CC=CC=1.[H][H]>C(O)C>[NH:8]1[CH:12]=[C:11]([CH2:13][CH2:14][NH:15][C:16](=[O:36])[CH2:17][CH:18]2[CH2:23][CH2:22][N:21]([C:24]([O:26][CH2:27][C:28]3[CH:33]=[C:32]([Cl:34])[CH:31]=[C:30]([Cl:35])[CH:29]=3)=[O:25])[CH2:20][CH2:19]2)[N:10]=[N:9]1. Procedure: 3,5-dichlorobenzyl 4-(2-((2-(1-benzyl-1H-1,2,3-triazol-4-yl)ethyl)amino)-2-oxoethyl)piperidine-1-carboxylate (81.5 mg, 0.154 mmol) was dissolved in ethanol (4 ml). The solution was then submitted to continuous flow hydrogenation using H-cube hydrogenation apparatus, at 70° C. and 30 bar hydrogen pressure for 2 hours. The resultant solution was concentrated under reduced pressure. Purification was carried out using preparative LC-MS. Product fractions were collected, concentrated under reduced pr... Reaction SMILES: CC1C(=CC(=CC=1)N=C=O)N=[C:5]=[O:6].[CH:14]1[C:27]2NC3C(=CC=CC=3)SC=2C=C[CH:15]=1.[C:28]([O:32]CCO)(=O)[CH:29]=[CH2:30]>>[CH2:5]([OH:6])[CH2:30][CH2:29][CH2:28][OH:32].[CH2:15]([OH:6])[CH2:14][CH2:27][CH2:30][CH2:29][CH2:28][OH:32]. The product is C(CCCO)O (butane-1,4-diol), C(CCCCCO)O (hexane-1,6-diol). Conditions: time 3 hour. Reported procedure: 87 grams (0.5 mol) of toluene diisocyanate and 0.027 g of phenothiazine are placed in a 500 cm3 reactor under a nitrogen atmosphere. The temperature is kept at between 48° and 50° C. and 58 g, that is to say 0.5 mol, of freshly distilled hydroxyethyl acrylate are added in the course of two hours. When the introduction is complete, the mixture is stirred for a further 3 hours at the same temperature and 223 g, that is to say 0.25 mol, of an aliphatic polycarbonate-diol are then added, the latter ... Reactants: C(C=C)(=O)OCCO (hydroxyethyl acrylate), CC=1C(N=C=O)=CC(N=C=O)=CC1 (toluene diisocyanate), C1=CC=CC=2SC3=CC=CC=C3NC12 (phenothiazine), aliphatic polycarbonate-diol. Reactants: O=C([O-])[O-], CCOC(=O)CP(=O)(OCC)OCC, COC(OC)C(C)=O, [K+], [K+], O. Reaction SMILES: [C:23](=[O:24])([O-:25])[O-:26].[CH2:9]([O:10][P:11]([O:12][CH2:13][CH3:14])(=[O:15])[CH2:17][C:18](=[O:19])[O:20][CH2:21][CH3:22])[CH3:16].[CH3:1][O:2][CH:3]([C:4](=[O:5])[CH3:6])[O:7][CH3:8].[K+:27].[K+:28].[OH2:29]>>[CH3:1][O:2][CH:3]([C:4]([CH3:6])=[CH:17][C:18](=[O:19])[O:20][CH2:21][CH3:22])[O:7][CH3:8]. Product: CCOC(=O)C=C(C)C(OC)OC. Product: ClC1=CC=C(C=C1)C(CO)C (2-(4-chlorophenyl)propanol). Reported procedure: To a suspension of 3.8 g (0.10 mole) of lithium aluminum hydride in 50 mL of tetrahydrofuran is added dropwise a solution of 18.4 g (0.10 mole) of 2-(4-chlorophenyl)propionic acid in 200 mL of tetrahydrofuran. This reaction mixture is allowed to stir at ambient temperature for a period of approximately 16 hours after which it is cooled by an ice/water bath. To the cooled reaction mixture are added in sequence 4 mL of water, 4 mL of a 10% aqueous solution of sodium hydroxide, and 12 mL of water. ... Reaction SMILES: [H-].[Al+3].[Li+].[H-].[H-].[H-].[Cl:7][C:8]1[CH:13]=[CH:12][C:11]([CH:14]([CH3:18])[C:15](O)=[O:16])=[CH:10][CH:9]=1.O.[OH-].[Na+]>O1CCCC1>[Cl:7][C:8]1[CH:9]=[CH:10][C:11]([CH:14]([CH3:18])[CH2:15][OH:16])=[CH:12][CH:13]=1 |f:0.1.2.3.4.5,8.9|. Starting materials: [H-].[Al+3].[Li+].[H-].[H-].[H-] (lithium aluminum hydride), O (water), aqueous solution, [OH-].[Na+] (sodium hydroxide), O (water), ClC1=CC=C(C=C1)C(C(=O)O)C (2-(4-chlorophenyl)propionic acid). Run in O1CCCC1 (tetrahydrofuran), O1CCCC1 (tetrahydrofuran). Run at time 16 hour. Reactants: COC1=CC=C(C=C1)C(NS(=O)(=O)C=1SC2=C(N1)C=CC(=C2)OCC#C)(C2=CC=CC=C2)C2=CC=C(C=C2)OC (N-(bis(4-methoxyphenyl)(phenyl)methyl)-6-(prop-2-ynyloxy)benzo[d]thiazole-2-sulfonamide), N(=[N+]=[N-])[C@H](C(=O)N1CCC(CC1)C(=O)OCC)CC1=CC=C(C=C1)OCCOS(=O)(=O)C1=CC=C(C)C=C1 ((S)-Ethyl 1-(2-azido-3-(4-(2-(tosyloxy)ethoxy)phenyl)propanoyl)piperidine-4-carboxylate), C(C)(C)N(CC)C(C)C (diisopropylethylamine). The reagents and catalysts are [Cu]I (copper(I) iodide). Solvent: C1CCOC1 (THF). Conditions: temperature 23 celsius, time 2 hour. Product: COC1=CC=C(C=C1)C(NS(=O)(=O)C=1SC2=C(N1)C=CC(=C2)OCC=2N=NN(C2)[C@H](C(=O)N2CCC(CC2)C(=O)OCC)CC2=CC=C(C=C2)OCCOS(=O)(=O)C2=CC=C(C)C=C2)(C2=CC=CC=C2)C2=CC=C(C=C2)OC ((S)-Ethyl 1-(2-(4-((2-(N-(bis(4-methoxyphenyl)(phenyl)methyl)sulfamoyl)benzo[d]thiazol-6-yloxy)methyl)-1H-1,2,3-triazol-1-yl)-3-(4-(2-(tosyloxy)ethoxy)phenyl)propanoyl)piperidine-4-carboxylate), solid. The yield is 82.0%. As a reaction SMILES: [CH3:1][O:2][C:3]1[CH:8]=[CH:7][C:6]([C:9]([C:33]2[CH:38]=[CH:37][C:36]([O:39][CH3:40])=[CH:35][CH:34]=2)([C:27]2[CH:32]=[CH:31][CH:30]=[CH:29][CH:28]=2)[NH:10][S:11]([C:14]2[S:15][C:16]3[CH:22]=[C:21]([O:23][CH2:24][C:25]#[CH:26])[CH:20]=[CH:19][C:17]=3[N:18]=2)(=[O:13])=[O:12])=[CH:5][CH:4]=1.[N:41]([C@@H:44]([CH2:58][C:59]1[CH:64]=[CH:63][C:62]([O:65][CH2:66][CH2:67][O:68][S:69]([C:72]2[CH:78]=[CH:77][C:75]([CH3:76])=[CH:74][CH:73]=2)(=[O:71])=[O:70])=[CH:61][CH:60]=1)[C:45]([N:47]1[CH2:52][CH2:51][CH:50]([C:53]([O:55][CH2:56][CH3:57])=[O:54])[CH2:49][CH2:48]1)=[O:46])=[N+:42]=[N-:43].C(N(C(C)C)CC)(C)C>C1COCC1.[Cu]I>[CH3:40][O:39][C:36]1[CH:35]=[CH:34][C:33]([C:9]([C:6]2[CH:7]=[CH:8][C:3]([O:2][CH3:1])=[CH:4][CH:5]=2)([C:27]2[CH:32]=[CH:31][CH:30]=[CH:29][CH:28]=2)[NH:10][S:11]([C:14]2[S:15][C:16]3[CH:22]=[C:21]([O:23][CH2:24][C:25]4[N:43]=[N:42][N:41]([C@@H:44]([CH2:58][C:59]5[CH:64]=[CH:63][C:62]([O:65][CH2:66][CH2:67][O:68][S:69]([C:72]6[CH:78]=[CH:77][C:75]([CH3:76])=[CH:74][CH:73]=6)(=[O:71])=[O:70])=[CH:61][CH:60]=5)[C:45]([N:47]5[CH2:48][CH2:49][CH:50]([C:53]([O:55][CH2:56][CH3:57])=[O:54])[CH2:51][CH2:52]5)=[O:46])[CH:26]=4)[CH:20]=[CH:19][C:17]=3[N:18]=2)(=[O:13])=[O:12])=[CH:38][CH:37]=1. Procedure details: To a stirring solution of N-(bis(4-methoxyphenyl)(phenyl)methyl)-6-(prop-2-ynyloxy)benzo[d]thiazole-2-sulfonamide (91 mg, 0.159 mmol) and the tosylate 145 (87 mg, 0.159 mmol) in THF (1 mL) was added copper(I) iodide (3 mg, 0.0159 mmol) then diisopropylethylamine (30 μL, 0.175 mmol). The mixture was allowed to stir for 2 h at 23° C. then concentrated in vacuo and the crude residue purified by flash chromatography on silica gel using hexanes/ethyl acetate on a Biotage purification system yielding ... Reactants: FC(C(=O)O)(F)F.FC(C(=O)O)(F)F.ClC1=CN=C(C2=CC(=CC=C12)S(=O)(=O)N(CC(=O)O)C)NC(=N)N (N-[(4-Chloro-1-guanidino-7-isoquinolinyl)sulphonyl]-N-methylglycine bis(trifluoroacetate)), [H-].[Na+] (NaH), C(C)(C)(C)OC(CN(C)S(=O)(=O)C1=CC=C2C(=CN=C(C2=C1)Cl)Cl)=O (N-[(1,4-dichloro-7-isoquinolinyl)sulphonyl]-N-methylglycine t-butyl ester). Run in COCCOC (DME), COCCOC (DME). Reaction conditions: temperature 50 celsius. Yields the product C(C)(C)(C)OC(CN(C)S(=O)(=O)C1=CC=C2C(=CN=C(C2=C1)NC(=N)N)Cl)=O (N-[(4-chloro-1-guanidino-7-isoquinolinyl)sulphonyl]-N-methylglycine t-butyl ester). Reaction SMILES: FC(F)(F)C(O)=O.FC(F)(F)C(O)=O.[Cl:15][C:16]1[C:25]2[C:20](=[CH:21][C:22]([S:26]([N:29]([CH3:34])[CH2:30][C:31]([OH:33])=[O:32])(=[O:28])=[O:27])=[CH:23][CH:24]=2)[C:19]([NH:35][C:36]([NH2:38])=[NH:37])=[N:18][CH:17]=1.[H-].[Na+].[C:41](OC(=O)CN(S(C1C=C2C(C(Cl)=CN=C2Cl)=CC=1)(=O)=O)C)([CH3:44])([CH3:43])[CH3:42]>COCCOC>[C:41]([O:32][C:31](=[O:33])[CH2:30][N:29]([S:26]([C:22]1[CH:21]=[C:20]2[C:25]([C:16]([Cl:15])=[CH:17][N:18]=[C:19]2[NH:35][C:36]([NH2:38])=[NH:37])=[CH:24][CH:23]=1)(=[O:27])=[O:28])[CH3:34])([CH3:44])([CH3:43])[CH3:42] |f:0.1.2,3.4|. Procedure details: N-[(4-Chloro-1-guanidino-7-isoquinolinyl)sulphonyl]-N-methylglycine bis(trifluoroacetate) ##STR15## Guanidine hydrochloride (286 mg, 2.99 mmol was added in one portion to a stirred suspension of NaH (77.5 mg, 80% dispersion by wt in mineral oil, 2.58 mmol) in DME (2.0 mL) and the mixture was heated at 50° C. under N2 for 20 min. A solution of N-[(1,4-dichloro-7-isoquinolinyl)sulphonyl]-N-methylglycine t-butyl ester (393 mg, 0.97 mmol) in DME (10 mL) was added and the mixture heated at 90° C. for... The reactants are [BH4-], CN(C)C=O, CC(C)O, [Na+], CC1=C(C(=O)CS(=O)(=O)NC(C)C)C(c2cccc([N+](=O)[O-])c2)C(C(=O)OC(C)c2ccccc2)=C(C)N1. Yields the product CC1=C(C=CS(=O)(=O)NC(C)C)C(c2cccc([N+](=O)[O-])c2)C(C(=O)OC(C)c2ccccc2)=C(C)N1. RXN SMILES: [BH4-:39].[CH3:45][N:46]([CH3:47])[CH:48]=[O:49].[CH:41]([OH:42])([CH3:43])[CH3:44].[Na+:40].[c:1]1([CH:7]([CH3:8])[O:9][C:10]([C:11]2=[C:12]([CH3:37])[NH:13][C:14]([CH3:36])=[C:15]([C:26]([CH2:27][S:28]([NH:29][CH:30]([CH3:31])[CH3:32])(=[O:33])=[O:34])=[O:35])[CH:16]2[c:17]2[cH:18][c:19]([N+:23](=[O:24])[O-:25])[cH:20][cH:21][cH:22]2)=[O:38])[cH:2][cH:3][cH:4][cH:5][cH:6]1>>[c:1]1([CH:7]([CH3:8])[O:9][C:10]([C:11]2=[C:12]([CH3:37])[NH:13][C:14]([CH3:36])=[C:15]([CH:26]=[CH:27][S:28]([NH:29][CH:30]([CH3:31])[CH3:32])(=[O:33])=[O:34])[CH:16]2[c:17]2[cH:18][c:19]([N+:23](=[O:24])[O-:25])[cH:20][cH:21][cH:22]2)=[O:38])[cH:2][cH:3][cH:4][cH:5][cH:6]1.